From a dataset of the Open Reaction Database (ORD), a public repository of structured organic reaction records. describe an organic reaction: reactants, conditions, products, and yield Starting materials: CC1=CC=CC2=CC=CC=C12 (1-methylnaphthalene), starting material, C(CCC)OP(=O)(OCCCC)OCCCC (tributylphosphate), Co(III) sulphate, Co(II) sulphate. Solvent: OS(=O)(=O)O (H2SO4). Product: C1(=CC=CC2=CC=CC=C12)C=O (1-naphthaldehyde). Yield: 25.7%. As a reaction SMILES: [CH3:1][C:2]1[C:11]2[C:6](=[CH:7][CH:8]=[CH:9][CH:10]=2)[CH:5]=[CH:4][CH:3]=1.C([O:16]P(OCCCC)(OCCCC)=O)CCC>OS(O)(=O)=O>[C:2]1([CH:1]=[O:16])[C:11]2[C:6](=[CH:7][CH:8]=[CH:9][CH:10]=2)[CH:5]=[CH:4][CH:3]=1. Procedure: The same reaction was tried in a modified cell, without the crank 23. 2 g (14 mmol) of 1-methylnaphthalene in 3 g of tributylphosphate was allowed to react for 40 hours with electrochemically produced Co(III) sulphate at 40°-45° C. The electrolyte solution was composed of 0.12M Co(II) sulphate in 2M H2SO4. The current was 200 mA. The organic material isolated from this run was placed on a silica gel column, which was eluted with a solution of 5% ether in petroleum ether (bp=60°-80° C.). The init... Reaction SMILES: [H-].[Na+].[CH2:3]([OH:10])[C:4]1[CH:9]=[CH:8][CH:7]=[CH:6][CH:5]=1.[NH2:11][C:12]1[C:17]([N:18]2[CH2:23][CH2:22][O:21][CH2:20][CH2:19]2)=[N:16][C:15](Br)=[CH:14][N:13]=1>C1C=CC=CC=1>[NH2:11][C:12]1[C:17]([N:18]2[CH2:19][CH2:20][O:21][CH2:22][CH2:23]2)=[N:16][C:15]([O:10][CH2:3][C:4]2[CH:9]=[CH:8][CH:7]=[CH:6][CH:5]=2)=[CH:14][N:13]=1 |f:0.1|. Starting materials: [H-].[Na+] (Sodium hydride), C(C1=CC=CC=C1)O (benzyl alcohol), NC1=NC=C(N=C1N1CCOCC1)Br (2-amino-3-morpholino-5-bromopyrazine). Procedure: Sodium hydride (0.1 mole) is added to benzyl alcohol (0.1 mole) in 100 ml. dry benzene and the mixture is refluxed one to two hours. The cooled solution is treated with 0.1 mole of 2-amino-3-morpholino-5-bromopyrazine in 100 ml. of benzene and the resulting mixture refluxed for 20-60 hours whereupon it is cooled, washed with water, dried and evaporated to give 2-amino-3-morpholino-5-benzyloxypyrazine. The product is NC1=NC=C(N=C1N1CCOCC1)OCC1=CC=CC=C1 (2-amino-3-morpholino-5-benzyloxypyrazine). The solvent is C1=CC=CC=C1 (benzene), C1=CC=CC=C1 (benzene). Starting materials: C(C)OC(=O)C1=C(NC2=C1N=CN=C2C2=C(C=C(C=C2)F)OCC2CC2)C (4-(2-Cyclopropylmethoxy-4-fluoro-phenyl)-6-methyl-5H-pyrrolo[3,2-d]pyrimidine-7-carboxylic acid ethyl ester), ClCOCC[Si](C)(C)C ((2-chloromethoxy-ethyl)-trimethyl-silane). The product is C1(CC1)COC1=C(C=CC(=C1)F)C=1C2=C(N=CN1)C(=C(N2COCC[Si](C)(C)C)C)C(=O)OCC (Ethyl 4-[2-(cyclopropylmethoxy)-4-fluorophenyl]-6-methyl-5-{[2-(trimethylsilyl)ethoxy]methyl}-5H-pyrrolo[3,2-d]pyrimidine-7-carboxylate). RXN SMILES: [CH2:1]([O:3][C:4]([C:6]1[C:10]2[N:11]=[CH:12][N:13]=[C:14]([C:15]3[CH:20]=[CH:19][C:18]([F:21])=[CH:17][C:16]=3[O:22][CH2:23][CH:24]3[CH2:26][CH2:25]3)[C:9]=2[NH:8][C:7]=1[CH3:27])=[O:5])[CH3:2].Cl[CH2:29][O:30][CH2:31][CH2:32][Si:33]([CH3:36])([CH3:35])[CH3:34]>>[CH:24]1([CH2:23][O:22][C:16]2[CH:17]=[C:18]([F:21])[CH:19]=[CH:20][C:15]=2[C:14]2[C:9]3[N:8]([CH2:29][O:30][CH2:31][CH2:32][Si:33]([CH3:36])([CH3:35])[CH3:34])[C:7]([CH3:27])=[C:6]([C:4]([O:3][CH2:1][CH3:2])=[O:5])[C:10]=3[N:11]=[CH:12][N:13]=2)[CH2:25][CH2:26]1. Reported procedure: Starting from 4-(2-Cyclopropylmethoxy-4-fluoro-phenyl)-6-methyl-5H-pyrrolo[3,2-d]pyrimidine-7-carboxylic acid ethyl ester (example D.a2) and commercially available (2-chloromethoxy-ethyl)-trimethyl-silane the title compound is prepared as pale yellow viscous oil. Starting materials: CC1=C(C=C(C2=C1NC=N2)C(=O)N)[N+](=O)[O-] (7-Methyl-6-nitro-1H-benzimidazole-4-carboxamide), CC1=C(C=C(C2=C1NC=N2)C#N)[N+](=O)[O-] (7-Methyl-6-nitro-1H-benzimidazole-4-carbonitrile). Yields the product NC=1C=C(C2=C(NC=N2)C1C)C#N (6-Amino-7-methyl-1H-benzimidazole-4-carbonitrile). RXN SMILES: [CH3:1][C:2]1[C:7]2[NH:8][CH:9]=[N:10][C:6]=2[C:5]([C:11]([NH2:13])=O)=[CH:4][C:3]=1[N+:14]([O-])=O.CC1C2NC=NC=2C(C#N)=CC=1[N+]([O-])=O>>[NH2:14][C:3]1[CH:4]=[C:5]([C:11]#[N:13])[C:6]2[N:10]=[CH:9][NH:8][C:7]=2[C:2]=1[CH3:1]. Procedure details: As to General Reaction Scheme 3, intermediate (22) (produced via, inter alia, General Scheme 2) is nitrated by a nitrating agent to yield intermediate 7-Methyl-6-nitro-1H-benzimidazole-4-carboxylic acid (23). In turn, intermediate (23) may either be amidated/dehydrated by an amidating/dehydrating agent to yield intermediate 7-Methyl-6-nitro-1H-benzimidazole-4-carbonitrile (24), or amidated by an amidating agent to yield intermediate 7-Methyl-6-nitro-1H-benzimidazole-4-carboxamide (25). Intermedi... Starting materials: CCI, C1CCOC1, [Cl-], CCCn1nc2c(Cl)nc3ccccc3c2c1NC(=O)OC(C)(C)C, [H-], [NH4+], [Na+]. Product: CCCn1nc2c(Cl)nc3ccccc3c2c1N(CC)C(=O)OC(C)(C)C. RXN SMILES: [CH2:26]([CH3:27])[I:28].[CH2:33]1[O:34][CH2:35][CH2:36][CH2:37]1.[Cl-:31].[Cl:1][c:2]1[n:3][c:4]2[cH:5][cH:6][cH:7][cH:8][c:9]2[c:10]2[c:11]1[n:12][n:13]([CH2:23][CH2:24][CH3:25])[c:14]2[NH:15][C:16]([O:17][C:18]([CH3:19])([CH3:20])[CH3:21])=[O:22].[H-:29].[NH4+:32].[Na+:30]>>[Cl:1][c:2]1[n:3][c:4]2[cH:5][cH:6][cH:7][cH:8][c:9]2[c:10]2[c:11]1[n:12][n:13]([CH2:23][CH2:24][CH3:25])[c:14]2[N:15]([C:16]([O:17][C:18]([CH3:19])([CH3:20])[CH3:21])=[O:22])[CH2:26][CH3:27]. Reactants: ClC1=C(C=C2C(C(=CN(C2=N1)C1CC1)C(=O)O)=O)F (7-chloro-1-cyclopropyl-6-fluoro -1,4-dihydro-4-oxo-1,8-naphthyridine-3-carboxylic acid), CC(C)(C)N(C([O-])=O)CC1=CC=C(C=C1)C1CNCC1 (1,1-dimethylethyl[[4-(3-pyrrolidinyl) phenyl]methyl]carbamate). Product: NCC1=CC=C(C=C1)C1CN(CC1)C1=C(C=C2C(C(=CN(C2=N1)C1CC1)C(=O)O)=O)F (7-[3-[4-(Aminomethyl)phenyl]-1-pyrrolidinyl]-1-cyclopropyl-6-fluoro-1,4-dihydro-4-oxo-1,8-naphthyridine -3-carboxylic acid). RXN SMILES: Cl[C:2]1[N:11]=[C:10]2[C:5]([C:6](=[O:18])[C:7]([C:15]([OH:17])=[O:16])=[CH:8][N:9]2[CH:12]2[CH2:14][CH2:13]2)=[CH:4][C:3]=1[F:19].CC([N:24]([CH2:28][C:29]1[CH:34]=[CH:33][C:32]([CH:35]2[CH2:39][CH2:38][NH:37][CH2:36]2)=[CH:31][CH:30]=1)C(=O)[O-])(C)C>>[NH2:24][CH2:28][C:29]1[CH:30]=[CH:31][C:32]([CH:35]2[CH2:39][CH2:38][N:37]([C:2]3[N:11]=[C:10]4[C:5]([C:6](=[O:18])[C:7]([C:15]([OH:17])=[O:16])=[CH:8][N:9]4[CH:12]4[CH2:14][CH2:13]4)=[CH:4][C:3]=3[F:19])[CH2:36]2)=[CH:33][CH:34]=1. Procedure: Starting from 7-chloro-1-cyclopropyl-6-fluoro -1,4-dihydro-4-oxo-1,8-naphthyridine-3-carboxylic acid (0.94 g, 3.3 mmol) and 1,1-dimethylethyl[[4-(3-pyrrolidinyl) phenyl]methyl]carbamate, a procedure analogous to that given in Example 6 provided the title compound (1.30 g) as an off-white solid, mp 268°-272° C. Reactants: BrC1=CC=C(C=N1)C(=O)N1CCN(CC1)C1=NC=C(C=C1C)CC ((6-bromopyridin-3-yl) [4-(5-ethyl-3-methylpyridin-2-yl)piperazin-1-yl]methanone), CN1C(NCC1=O)=O (3-methylimidazolidine-2,4-dione). Yields the product C(C)C=1C=C(C(=NC1)N1CCN(CC1)C(=O)C=1C=CC(=NC1)N1C(N(C(C1)=O)C)=O)C (1-{5-[4-(5-ethyl-3-methylpyridin-2-yl)piperazine-1-carbonyl]pyridin-2-yl}-3-methylimidazolidine-2,4-dione). Yield: 36.0%. Reaction SMILES: Br[C:2]1[N:7]=[CH:6][C:5]([C:8]([N:10]2[CH2:15][CH2:14][N:13]([C:16]3[C:21]([CH3:22])=[CH:20][C:19]([CH2:23][CH3:24])=[CH:18][N:17]=3)[CH2:12][CH2:11]2)=[O:9])=[CH:4][CH:3]=1.[CH3:25][N:26]1[C:30](=[O:31])[CH2:29][NH:28][C:27]1=[O:32]>>[CH2:23]([C:19]1[CH:20]=[C:21]([CH3:22])[C:16]([N:13]2[CH2:14][CH2:15][N:10]([C:8]([C:5]3[CH:4]=[CH:3][C:2]([N:28]4[CH2:29][C:30](=[O:31])[N:26]([CH3:25])[C:27]4=[O:32])=[N:7][CH:6]=3)=[O:9])[CH2:11][CH2:12]2)=[N:17][CH:18]=1)[CH3:24]. Reported procedure: Using (6-bromopyridin-3-yl) [4-(5-ethyl-3-methylpyridin-2-yl)piperazin-1-yl]methanone (156 mg) described in Preparation Example 145 and 3-methylimidazolidine-2,4-dione (68 mg) described in Preparation Example 214 and by the reaction and treatment in the same manner as in Example 536, the title compound (61 mg) was obtained.